Dataset: the Open Reaction Database (ORD), a public repository of structured organic reaction records. Task: describe an organic reaction: reactants, conditions, products, and yield Reactants: CC(C)(C)OC(=O)NC1CCC2CN(c3ccc(C(F)(F)F)cn3)CC21, C1COCCO1, Cl. The product is NC1CCC2CN(c3ccc(C(F)(F)F)cn3)CC12. Reaction SMILES: [C:1]([O:2][C:3](=[O:4])[NH:7][CH:8]1[CH2:9][CH2:10][CH:11]2[CH2:12][N:13]([c:16]3[n:17][cH:18][c:19]([C:22]([F:23])([F:24])[F:25])[cH:20][cH:21]3)[CH2:14][CH:15]12)([CH3:5])([CH3:6])[CH3:26].[CH2:28]1[O:29][CH2:30][CH2:31][O:32][CH2:33]1.[ClH:27]>>[NH2:7][CH:8]1[CH2:9][CH2:10][CH:11]2[CH2:12][N:13]([c:16]3[n:17][cH:18][c:19]([C:22]([F:23])([F:24])[F:25])[cH:20][cH:21]3)[CH2:14][CH:15]12. The reactants are N(=[N+]=[N-])[C@H](C(=O)O)[C@H](C1CCOCC1)C1=CC(=C(C=C1)Cl)F ((2S,3R)-2-azido-3-(4-chloro-3-fluorophenyl)-3-(tetrahydro-2H-pyran-4-yl)propanoic acid), NC1=C(CC[C@@H]2CN([C@@H](CO2)COC(NCC(F)(F)F)=O)C(=O)OC(C)(C)C)C(=CC=C1)F ((2R,5S)-tert-butyl 2-(2-amino-6-fluorophenethyl)-5-((((2,2,2-trifluoroethyl)carbamoyl)oxy)methyl)morpholine-4-carboxylate). The product is ClC1=C(C=C([C@H]([C@H](N)C(=O)NC2=C(C(=CC=C2)F)CC[C@@H]2CN[C@@H](CO2)COC(NCC(F)(F)F)=O)C2CCOCC2)C=C1)F ((βR)-4-Chloro-3-fluoro-N-(3-fluoro-2-{2-[(2R,5S)-5-({[(2,2,2-trifluoroethyl)carbamoyl]oxy}methyl)morpholin-2-yl]ethyl}phenyl)-β-(tetrahydro-2H-pyran-4-yl)-L-phenylalaninamide). As a reaction SMILES: [N:1]([C@@H:4]([C@@H:8]([C:15]1[CH:20]=[CH:19][C:18]([Cl:21])=[C:17]([F:22])[CH:16]=1)[CH:9]1[CH2:14][CH2:13][O:12][CH2:11][CH2:10]1)[C:5]([OH:7])=O)=[N+]=[N-].[NH2:23][C:24]1[CH:54]=[CH:53][CH:52]=[C:51]([F:55])[C:25]=1[CH2:26][CH2:27][C@H:28]1[O:33][CH2:32][C@@H:31]([CH2:34][O:35][C:36](=[O:43])[NH:37][CH2:38][C:39]([F:42])([F:41])[F:40])[N:30](C(OC(C)(C)C)=O)[CH2:29]1>>[Cl:21][C:18]1[CH:19]=[CH:20][C:15]([C@@H:8]([CH:9]2[CH2:14][CH2:13][O:12][CH2:11][CH2:10]2)[C@@H:4]([C:5]([NH:23][C:24]2[CH:54]=[CH:53][CH:52]=[C:51]([F:55])[C:25]=2[CH2:26][CH2:27][C@H:28]2[O:33][CH2:32][C@@H:31]([CH2:34][O:35][C:36](=[O:43])[NH:37][CH2:38][C:39]([F:42])([F:41])[F:40])[NH:30][CH2:29]2)=[O:7])[NH2:1])=[CH:16][C:17]=1[F:22]. Procedure: The title compound was prepared from (2S,3R)-2-azido-3-(4-chloro-3-fluorophenyl)-3-(tetrahydro-2H-pyran-4-yl)propanoic acid (Example 1035, step 1) using the procedures and the product of step 4 of Example 99 using the procedures given in steps 2-4 of Example 93. MS (ES) m/z=663 (M+H)+. The product is O=C(NC(Cc1ccc(C(F)(F)F)cc1)C(O)c1ccc(F)cc1)c1cccc2c1OCC2. As a reaction SMILES: [C:42](=[O:43])([O-:44])[OH:45].[CH3:52][CH2:53][O:54][C:55](=[O:56])[CH3:57].[CH3:59][N:60]([CH3:61])[CH:62]=[O:63].[Cl:13][C:14]([C:15]([Cl:16])=[O:17])=[O:18].[ClH:19].[F:20][c:21]1[cH:22][cH:23][c:24]([CH:27]([CH:28]([CH2:29][c:30]2[cH:31][cH:32][c:33]([C:36]([F:37])([F:38])[F:39])[cH:34][cH:35]2)[NH2:40])[OH:41])[cH:25][cH:26]1.[Na+:46].[O:1]1[CH2:2][CH2:3][c:4]2[c:5]1[c:6]([C:10](=[O:11])[OH:12])[cH:7][cH:8][cH:9]2.[O:47]1[CH2:48][CH2:49][CH2:50][CH2:51]1.[OH2:58]>>[O:1]1[CH2:2][CH2:3][c:4]2[c:5]1[c:6]([C:10](=[O:12])[NH:40][CH:28]([CH:27]([c:24]1[cH:23][cH:22][c:21]([F:20])[cH:26][cH:25]1)[OH:41])[CH2:29][c:30]1[cH:31][cH:32][c:33]([C:36]([F:37])([F:38])[F:39])[cH:34][cH:35]1)[cH:7][cH:8][cH:9]2. Reactants: O=C([O-])O, CCOC(C)=O, CN(C)C=O, O=C(Cl)C(=O)Cl, Cl, NC(Cc1ccc(C(F)(F)F)cc1)C(O)c1ccc(F)cc1, [Na+], O=C(O)c1cccc2c1OCC2, C1CCOC1, O. Starting materials: COC1=CC=C2C=CC(=C(C2=C1)OC(C)C)C(=O)O (7-methoxy-1-(1-methylethoxy)-2-naphthalenecarboxylic acid), C(C(=O)Cl)(=O)Cl (oxalyl chloride), C(C)(C)N (Isopropylamine), CN(C)C=O (DMF). The solvent is C1CCOC1 (THF), C(C)(=O)OCC (ethyl acetate). Run at time 2 hour. Yields the product COC1=CC=C2C=CC(=C(C2=C1)OC(C)C)C(=O)NC(C)C (7-methoxy-1-(1-methylethoxy)-N-(1-methylethyl)-2-naphthalenecarboxamide). Isolated yield 72.0%. Reaction SMILES: [CH3:1][O:2][C:3]1[CH:12]=[C:11]2[C:6]([CH:7]=[CH:8][C:9]([C:17]([OH:19])=O)=[C:10]2[O:13][CH:14]([CH3:16])[CH3:15])=[CH:5][CH:4]=1.C(Cl)(=O)C(Cl)=O.CN(C=O)C.[CH:31]([NH2:34])([CH3:33])[CH3:32]>C1COCC1.C(OCC)(=O)C>[CH3:1][O:2][C:3]1[CH:12]=[C:11]2[C:6]([CH:7]=[CH:8][C:9]([C:17]([NH:34][CH:31]([CH3:33])[CH3:32])=[O:19])=[C:10]2[O:13][CH:14]([CH3:15])[CH3:16])=[CH:5][CH:4]=1. Procedure details: To a room temperature solution of 7-methoxy-1-(1-methylethoxy)-2-naphthalenecarboxylic acid (200 0.77 mmol) in 5 mL of THF is added oxalyl chloride (0.08 mL, 0.92 mmol) followed by DMF (0.015 mL). The solution is stirred at room temperature for 2 hours. Isopropylamine (0.39 mL) is added and the reaction mixture is stirred at room temperature overnight. The reaction mixture is diluted with ethyl acetate and washed with 1N HCI, saturated NaHCO3, and brine. The organic layer is dried over MgSO4, fi... The reactants are [OH-].[Na+] (NaOH), C(C)OC(CCC1(C2=CC=CC=C2C=2C=CC=CC12)CC1(C2=CC=CC=C2C=2C=CC=CC12)CCC(=O)OCC)=O (3-{9-[9-(2-Ethoxycarbonylethyl)-9H-fluoren-9-ylmethyl]-9H-fluoren-9-yl}-propionic acid ethyl ester), [H-].[Al+3].[Li+].[H-].[H-].[H-] (lithium aluminum hydride), O (water), O (water). The solvent is C1CCOC1 (THF). Conditions: time 8 hour. The product is OCCCC1(C2=CC=CC=C2C=2C=CC=CC12)CC1(C2=CC=CC=C2C=2C=CC=CC12)CCCO (3-{9-[9-(3-Hydroxypropyl)-9H-fluoren-9-ylmethyl]-9H-fluoren-9-yl}-propan-1-ol). The yield is 71.3%. RXN SMILES: C([O:3][C:4](=O)[CH2:5][CH2:6][C:7]1([CH2:20][C:21]2([CH2:34][CH2:35][C:36](OCC)=[O:37])[C:33]3[CH:32]=[CH:31][CH:30]=[CH:29][C:28]=3[C:27]3[C:22]2=[CH:23][CH:24]=[CH:25][CH:26]=3)[C:19]2[CH:18]=[CH:17][CH:16]=[CH:15][C:14]=2[C:13]2[C:8]1=[CH:9][CH:10]=[CH:11][CH:12]=2)C.[H-].[Al+3].[Li+].[H-].[H-].[H-].O.[OH-].[Na+]>C1COCC1>[OH:3][CH2:4][CH2:5][CH2:6][C:7]1([CH2:20][C:21]2([CH2:34][CH2:35][CH2:36][OH:37])[C:22]3[CH:23]=[CH:24][CH:25]=[CH:26][C:27]=3[C:28]3[C:33]2=[CH:32][CH:31]=[CH:30][CH:29]=3)[C:19]2[CH:18]=[CH:17][CH:16]=[CH:15][C:14]=2[C:13]2[C:8]1=[CH:9][CH:10]=[CH:11][CH:12]=2 |f:1.2.3.4.5.6,8.9|. Reported procedure: 3-{9-[9-(2-Ethoxycarbonylethyl)-9H-fluoren-9-ylmethyl]-9H-fluoren-9-yl}-propionic acid ethyl ester (9.7 g) was dissolved in 200 mL of THF and treated with lithium aluminum hydride (1.97 g) at 0° C. under an atmosphere of nitrogen. After stirring overnight, the reaction mixture was treated with 2.0 mL of water followed by 2.0 mL of 15% NaOH solution and then 6.0 mL of water. The reaction mixture was filtered through a pad of CELITE, rinsing with ethyl acetate. The filtrate was washed with 1N HCl ...